This data is from the Open Reaction Database (ORD), a public repository of structured organic reaction records. The task is: describe an organic reaction: reactants, conditions, products, and yield Starting materials: N (ammonia), C(C)(=O)OCC=1OC=C(N1)C(=O)OC (methyl 2-acetoxymethyloxazole-4-carboxylate). Reaction conditions: time 24 hour. Product: C(N)(=O)C=1N=C(OC1)CO (4-Carbamoyloxazol-2-ylmethanol). RXN SMILES: [NH3:1].C([O:5][CH2:6][C:7]1[O:8][CH:9]=[C:10]([C:12]([O:14]C)=O)[N:11]=1)(=O)C>>[C:12]([C:10]1[N:11]=[C:7]([CH2:6][OH:5])[O:8][CH:9]=1)(=[O:14])[NH2:1]. Procedure: 20 mL (352 mmol) of 28% aqueous ammonia are added to a round-bottomed flask containing 0.60 g (3.01 mmol) of methyl 2-acetoxymethyloxazole-4-carboxylate, prepared in step 5.1., and the reaction medium is then stirred at room temperature for 24 hours.